From a dataset of the Open Reaction Database (ORD), a public repository of structured organic reaction records. describe an organic reaction: reactants, conditions, products, and yield The reactants are C12C=C(C(CC1C2(C)C)=NO)C (2-caren-4-one oxime), S([O-])(O)=O.[Na+] (sodium bisulfite), C12CC(=CCC1C2(C)C)C ((+)-3-carene), N(=O)Cl (nitrosyl chloride), C([O-])([O-])=O.[Na+].[Na+] (sodium carbonate). The solvent is C(C)O (ethanol). Product: C12C=C(C(CC1C2(C)C)=O)C (2-caren-4-one). Reaction SMILES: [CH:1]12[C:7]([CH3:9])([CH3:8])[CH:6]1[CH2:5][CH:4]=[C:3]([CH3:10])[CH2:2]2.N(Cl)=[O:12].C(=O)([O-])[O-].[Na+].[Na+].C12C(C)(C)C1CC(=NO)C(C)=C2.S(=O)(O)[O-].[Na+]>C(O)C>[CH:1]12[C:7]([CH3:9])([CH3:8])[CH:6]1[CH2:5][C:4](=[O:12])[C:3]([CH3:10])=[CH:2]2 |f:2.3.4,6.7|. Procedure details: The starting material 2-caren-4-one can be produced from commercially available, optically pure (+)-3-carene. The (+)-3-carene is treated with nitrosyl chloride followed by the addition of powdered sodium carbonate. The resulting 2-caren-4-one oxime is then treated with sodium bisulfite in aqueous ethanol to yield 2-caren-4-one, the desired starting product for the inventive process. The reactants are N1(CCCC2=CC=CC=C12)S(=O)(=O)C1=CC=C(C(=O)O)C=C1 (4-(3,4-dihydroquinolin-1(2H)-ylsulfonyl)benzoic acid), NC=1SC=C(N1)C1=CC2=C(NC(O2)=O)C=C1 (6-(2-aminothiazol-4-yl)benzo[d]oxazol-2(3H)-one). Yields the product N1(CCCC2=CC=CC=C12)S(=O)(=O)C1=CC=C(C(=O)NC=2SC=C(N2)C2=CC3=C(NC(O3)=O)C=C2)C=C1 (4-(3,4-dihydroquinolin-1(2H)-ylsulfonyl)-N-(4-(2-oxo-2,3-dihydrobenzo[d]oxazol-6-yl)thiazol-2-yl)benzamide). As a reaction SMILES: [N:1]1([S:11]([C:14]2[CH:22]=[CH:21][C:17]([C:18](O)=[O:19])=[CH:16][CH:15]=2)(=[O:13])=[O:12])[C:10]2[C:5](=[CH:6][CH:7]=[CH:8][CH:9]=2)[CH2:4][CH2:3][CH2:2]1.[NH2:23][C:24]1[S:25][CH:26]=[C:27]([C:29]2[CH:38]=[CH:37][C:32]3[NH:33][C:34](=[O:36])[O:35][C:31]=3[CH:30]=2)[N:28]=1>>[N:1]1([S:11]([C:14]2[CH:15]=[CH:16][C:17]([C:18]([NH:23][C:24]3[S:25][CH:26]=[C:27]([C:29]4[CH:38]=[CH:37][C:32]5[NH:33][C:34](=[O:36])[O:35][C:31]=5[CH:30]=4)[N:28]=3)=[O:19])=[CH:21][CH:22]=2)(=[O:13])=[O:12])[C:10]2[C:5](=[CH:6][CH:7]=[CH:8][CH:9]=2)[CH2:4][CH2:3][CH2:2]1. Procedure: 4-(3,4-dihydroquinolin-1(2H)-ylsulfonyl)benzoic acid (1) (200 mg, 0.63 mmol) was treated with 6-(2-aminothiazol-4-yl)benzo[d]oxazol-2(3H)-one (198 mg, 0.55 mmol) using method C. The residue was purified using flash chromatography eluting with 0-70% EtOAc in hexanes. The resulting solid was triturated with dichloromethane/hexanes to give 4-(3,4-dihydroquinolin-1(2H)-ylsulfonyl)-N-(4-(2-oxo-2,3-dihydrobenzo[d]oxazol-6-yl)thiazol-2-yl)benzamide as a yellow solid. Yield: 73 mg (22%). 1H-NMR: 8.21 (d... Reactants: N (ammonia), ClC1=NC(=CC=C1[N+](=O)[O-])OC (2-chloro-6-(methyloxy)-3-nitropyridine), CO (MeOH), N (ammonia). Yields the product COC1=CC=C(C(=N1)N)[N+](=O)[O-] (6-(Methyloxy)-3-nitro-2-pyridinamine). The yield is 84.0%. Reaction SMILES: Cl[C:2]1[C:7]([N+:8]([O-:10])=[O:9])=[CH:6][CH:5]=[C:4]([O:11][CH3:12])[N:3]=1.CO.[NH3:15]>>[CH3:12][O:11][C:4]1[N:3]=[C:2]([NH2:15])[C:7]([N+:8]([O-:10])=[O:9])=[CH:6][CH:5]=1. Procedure details: A solution/suspension of 2-chloro-6-(methyloxy)-3-nitropyridine (65.7 g, 348 mmol) in 2M ammonia in MeOH (500 ml, 1000 mmol) and aqueous ammonia (500 ml, 348 mmol) was stirred at 65° C. for 18 h. The reaction was cooled down and the solid filtered off and washed with water (2×100 ml). The solid was dried in the vacuum oven at 40° C. overnight to afford the product as a bright yellow solid (52.14 g, 84% purity by NMR, 74%). Reactants: C(C1=CC=CC=C1)OC1=C(C=C(C=C1)CC(=O)N1CC2=C(CC1)C=C(O2)CN(C)C)OC (2-(4-Benzyloxy-3-methoxy-phenyl)-1-(2-dimethylaminomethyl-5,7-dihydro-4H-furo[2,3-c]pyridin-6-yl)ethane-1-one), Cl (hydrogen chloride). Solvent: CO (methanol), C(C)(=O)OCC (ethyl acetate). Yields the product Cl.C(C1=CC=CC=C1)OC1=C(C=C(C=C1)CC(=O)N1CC2=C(CC1)C=C(O2)CN(C)C)OC (2-(4-benzyloxy-3-methoxyphenyl)-1-(2-dimethylaminomethyl-5,7-dihydro-4H-furo[2,3-c]pyridin-6-yl)ethan-1-one hydrochloride). RXN SMILES: [CH2:1]([O:8][C:9]1[CH:14]=[CH:13][C:12]([CH2:15][C:16]([N:18]2[CH2:23][CH2:22][C:21]3[CH:24]=[C:25]([CH2:27][N:28]([CH3:30])[CH3:29])[O:26][C:20]=3[CH2:19]2)=[O:17])=[CH:11][C:10]=1[O:31][CH3:32])[C:2]1[CH:7]=[CH:6][CH:5]=[CH:4][CH:3]=1.[ClH:33]>CO.C(OCC)(=O)C>[ClH:33].[CH2:1]([O:8][C:9]1[CH:14]=[CH:13][C:12]([CH2:15][C:16]([N:18]2[CH2:23][CH2:22][C:21]3[CH:24]=[C:25]([CH2:27][N:28]([CH3:30])[CH3:29])[O:26][C:20]=3[CH2:19]2)=[O:17])=[CH:11][C:10]=1[O:31][CH3:32])[C:2]1[CH:3]=[CH:4][CH:5]=[CH:6][CH:7]=1 |f:4.5|. Procedure details: 2-(4-Benzyloxy-3-methoxy-phenyl)-1-(2-dimethylaminomethyl-5,7-dihydro-4H-furo[2,3-c]pyridin-6-yl)ethane-1-one 0.197 g was dissolved in 2 ml of methanol; hydrogen chloride in ethyl acetate was added in excess, followed by stirring. After this mixture was concentrated, diethyl ether was added; the resulting solid was filtered and washed with diethyl ether to yield the desired product.